From a dataset of the Open Reaction Database (ORD), a public repository of structured organic reaction records. describe an organic reaction: reactants, conditions, products, and yield The reactants are FCCCBr, O=C([O-])[O-], CN(C)C=O, O=c1[nH]nnn1-c1cc(Oc2ncccn2)c(Cl)cc1F, [K+], [K+]. Yields the product O=c1n(CCCF)nnn1-c1cc(Oc2ncccn2)c(Cl)cc1F. RXN SMILES: [Br:28][CH2:29][CH2:30][CH2:31][F:32].[C:1](=[O:2])([O-:3])[O-:4].[CH3:33][N:34]([CH3:35])[CH:36]=[O:37].[Cl:7][c:8]1[cH:9][c:10]([F:27])[c:11](-[n:21]2[n:22][n:23][nH:24][c:25]2=[O:26])[cH:12][c:13]1[O:14][c:15]1[n:16][cH:17][cH:18][cH:19][n:20]1.[K+:5].[K+:6]>>[Cl:7][c:8]1[cH:9][c:10]([F:27])[c:11](-[n:21]2[n:22][n:23][n:24]([CH2:29][CH2:30][CH2:31][F:32])[c:25]2=[O:26])[cH:12][c:13]1[O:14][c:15]1[n:16][cH:17][cH:18][cH:19][n:20]1. Starting materials: ClC1=CC=C(C=C1)C1=NN(C(N1CCC(F)(F)F)=O)CC(=O)O ([3-(4-Chlorophenyl)-5-oxo-4-(3,3,3-trifluoropropyl)-4,5-dihydro-1H-1,2,4-triazol-1-yl]acetic acid), compound, C(CCl)Cl (EDC), C=1C=CC2=C(C1)N=NN2O (HOBt), C(C)(C)N(C(C)C)CC (N,N-diisopropylethylamine), CN(C)C=O (DMF). Yields the product ClC1=CC=C(C=C1)C1=NN(C(N1CCC(F)(F)F)=O)CC(=O)NC(CNC(NCC)=O)C1=C(C(=CC=C1)Cl)Cl (2-[3-(4-Chlorophenyl)-5-oxo-4-(3,3,3-trifluoropropyl)-4,5-dihydro-1H-1,2,4-triazol-1-yl]-N-{1-(2,3-dichlorophenyl)-2-[(ethylcarbamoyl)amino]ethyl}acetamide). Reaction SMILES: [Cl:1][C:2]1[CH:7]=[CH:6][C:5]([C:8]2[N:12]([CH2:13][CH2:14][C:15]([F:18])([F:17])[F:16])[C:11](=[O:19])[N:10]([CH2:20][C:21]([OH:23])=O)[N:9]=2)=[CH:4][CH:3]=1.[CH2:24]([Cl:27])[CH2:25][Cl:26].[CH:28]1[CH:29]=[CH:30][C:31]2[N:36](O)N=[N:34][C:32]=2[CH:33]=1.[CH:38]([N:41]([CH2:45]C)C(C)C)(C)[CH3:39].CN(C=[O:51])C>>[Cl:1][C:2]1[CH:7]=[CH:6][C:5]([C:8]2[N:12]([CH2:13][CH2:14][C:15]([F:18])([F:17])[F:16])[C:11](=[O:19])[N:10]([CH2:20][C:21]([NH:34][CH:32]([C:33]3[CH:28]=[CH:29][CH:30]=[C:25]([Cl:26])[C:24]=3[Cl:27])[CH2:31][NH:36][C:45](=[O:51])[NH:41][CH2:38][CH3:39])=[O:23])[N:9]=2)=[CH:4][CH:3]=1. Procedure: Of the compound from Example 177A, 145 mg (0.42 mmol), 143 mg (0.46 mmol) of the compound from Example 154A, 96 mg (0.50 mmol) of EDC, 67 mg (0.50 mmol) of HOBt and 87 μl (0.50 mmol) of N,N-diisopropylethylamine were stirred in 4.9 ml of DMF at RT for 1 h. The entire solution was purified by preparative HPLC [Method 20]. The product fraction was freed from the solvents on a rotary evaporator and the residue was dried in an HV. This gave 150 mg (58% of theory) of the title compound. The product is CCOc1nc(C(=O)NCc2ccc(C)cc2)cc(N)c1C#N. Reaction SMILES: [B-:16]([F:17])([F:18])([F:19])[F:20].[CH3:38][c:39]1[cH:40][cH:41][c:42]([CH2:43][NH2:44])[cH:45][cH:46]1.[NH2:1][c:2]1[cH:3][c:4]([C:13](=[O:14])[OH:15])[n:5][c:6]([O:10][CH2:11][CH3:12])[c:7]1[C:8]#[N:9].[n:21]1([O:22][C:23]([N:24]([CH3:25])[CH3:26])=[N+:27]([CH3:28])[CH3:29])[c:30]2[cH:31][cH:32][cH:33][cH:34][c:35]2[n:36][n:37]1>>[NH2:1][c:2]1[cH:3][c:4]([C:13](=[O:15])[NH:44][CH2:43][c:42]2[cH:41][cH:40][c:39]([CH3:38])[cH:46][cH:45]2)[n:5][c:6]([O:10][CH2:11][CH3:12])[c:7]1[C:8]#[N:9]. Reactants: F[B-](F)(F)F, Cc1ccc(CN)cc1, CCOc1nc(C(=O)O)cc(N)c1C#N, CN(C)C(On1nnc2ccccc21)=[N+](C)C. Starting materials: C, CO, O=c1c2c(Cc3ccc([N+](=O)[O-])cc3)n[nH]c2c2cccnc2n1-c1ccccc1, CN(C)C=O, [Pd]. Product: Nc1ccc(Cc2n[nH]c3c2c(=O)n(-c2ccccc2)c2ncccc32)cc1. RXN SMILES: [C:39].[CH3:36][OH:37].[N+:1]([O-:2])(=[O:3])[c:4]1[cH:5][cH:6][c:7]([CH2:8][c:9]2[n:10][nH:11][c:12]3[c:13]2[c:14](=[O:28])[n:15](-[c:22]2[cH:23][cH:24][cH:25][cH:26][cH:27]2)[c:16]2[n:17][cH:18][cH:19][cH:20][c:21]32)[cH:29][cH:30]1.[O:31]=[CH:32][N:33]([CH3:34])[CH3:35].[Pd:38]>>[NH2:1][c:4]1[cH:5][cH:6][c:7]([CH2:8][c:9]2[n:10][nH:11][c:12]3[c:13]2[c:14](=[O:28])[n:15](-[c:22]2[cH:23][cH:24][cH:25][cH:26][cH:27]2)[c:16]2[n:17][cH:18][cH:19][cH:20][c:21]32)[cH:29][cH:30]1. Reactants: COC(C1=C(C(=CC=C1)[N+](=O)[O-])Br)=O (2-Bromo-3-nitrobenzoic acid methyl ester), C1(=CC=CC=C1)NC(C)=O (N-phenylacetamide). The product is COC(=O)C1=CC=CC=2N=C(N(C21)C2=CC=CC=C2)C (2-Methyl-3-phenyl-3H-benzoimidazole-4-carboxylic acid methyl ester). Yield: 30.0%. RXN SMILES: [CH3:1][O:2][C:3](=[O:14])[C:4]1[CH:9]=[CH:8][CH:7]=[C:6]([N+:10]([O-])=O)[C:5]=1Br.[C:15]1([NH:21][C:22](=O)[CH3:23])[CH:20]=[CH:19][CH:18]=[CH:17][CH:16]=1>>[CH3:1][O:2][C:3]([C:4]1[C:5]2[N:21]([C:15]3[CH:20]=[CH:19][CH:18]=[CH:17][CH:16]=3)[C:22]([CH3:23])=[N:10][C:6]=2[CH:7]=[CH:8][CH:9]=1)=[O:14]. Procedure: The title compound was prepared with the analogous procedure described in example 3 using 2-Bromo-3-nitrobenzoic acid methyl ester and N-phenylacetamide (81 mg, 0.6 mmol) as starting materials to yield the title compound as viscous oil (40 mg, 30%). 1H NMR (DMSO) δ 2.41 (s, 3 H), 3.08 (s, 3 H), 7.39-7.63 (m, 7 H), 7.96 (br s, 1 H); 13C NMR δ 14.1, 51.8, 117.2, 121.1, 123.0, 124.9, 137.0, 139.3, 139.6, 137.0, 140.2, 155.2, 165.7. Reactants: ClC1=CC=C(C=O)C=C1 (4-Chlorobenzaldehyde), C[C@@]12[C@H](CC[C@H]1[C@@H]1CC[C@H]3CCCC[C@]3(C)[C@H]1CC2)N (5α-androstan-17β-amine), C(C)(=O)O (acetic acid), C(#N)[BH3-].[Na+] (sodium cyanoborohydride). The solvent is CO (methanol), O1CCCC1 (tetrahydrofuran). Run at time 8 hour. Product: ClC1=CC=C(CN[C@@H]2[C@]3(C)[C@@H](CC2)[C@@H]2CC[C@H]4CCCC[C@]4(C)[C@H]2CC3)C=C1 (N-((4'-Chloro)benzyl)-5α-androstan-17β-amine). Reaction SMILES: [Cl:1][C:2]1[CH:9]=[CH:8][C:5]([CH:6]=O)=[CH:4][CH:3]=1.[CH3:10][C@:11]12[CH2:28][CH2:27][C@H:26]3[C@@H:16]([CH2:17][CH2:18][C@@H:19]4[C@:24]3([CH3:25])[CH2:23][CH2:22][CH2:21][CH2:20]4)[C@@H:15]1[CH2:14][CH2:13][C@@H:12]2[NH2:29].C(O)(=O)C.C([BH3-])#N.[Na+]>CO.O1CCCC1>[Cl:1][C:2]1[CH:9]=[CH:8][C:5]([CH2:6][NH:29][C@H:12]2[CH2:13][CH2:14][C@H:15]3[C@H:16]4[C@H:26]([CH2:27][CH2:28][C@:11]23[CH3:10])[C@:24]2([CH3:25])[C@H:19]([CH2:20][CH2:21][CH2:22][CH2:23]2)[CH2:18][CH2:17]4)=[CH:4][CH:3]=1 |f:3.4|. Procedure details: 4-Chlorobenzaldehyde (0.464 g) , 5α-androstan-17β-amine (4.40 g) , glacial acetic acid (0.99 g), sodium cyanoborohydride (0.21 g) and tetrahydrofuran (5 ml) were added to methanol (11 ml). The resulting mixture was warmed to dissolve the solid in solution and allowed to stir overnight at room temperature. Excess solvent was removed under reduced pressure. Water was added and made basic (pH 9) with 50% aqueous NaOH. The mixture was extracted with ether and the organic layer became cloudy. Celite ... Reactants: O=C([O-])O, CC(=O)OI1(OC(C)=O)(OC(C)=O)OC(=O)c2ccccc21, ClCCl, OCc1conc1-c1ccc(F)cn1, [Na+]. The product is O=Cc1conc1-c1ccc(F)cn1. As a reaction SMILES: [C:37](=[O:38])([O-:39])[OH:40].[CH3:15][C:16]([O:17][I:18]1([O:28][C:29]([CH3:30])=[O:31])([O:32][C:33]([CH3:34])=[O:35])[c:19]2[c:20]([cH:21][cH:22][cH:23][cH:24]2)[C:25](=[O:26])[O:27]1)=[O:36].[Cl:42][CH2:43][Cl:44].[F:1][c:2]1[cH:3][cH:4][c:5](-[c:8]2[n:9][o:10][cH:11][c:12]2[CH2:13][OH:14])[n:6][cH:7]1.[Na+:41]>>[F:1][c:2]1[cH:3][cH:4][c:5](-[c:8]2[n:9][o:10][cH:11][c:12]2[CH:13]=[O:14])[n:6][cH:7]1. Reactants: FC1=C(C=2CCC(C(C2C=C1F)(F)F)C1=CC=C(C=C1)OCCCCCCCC)O (2,3,5,5-tetrafluoro-6-(4-octyloxyphenyl)-5,6,7,8-tetrahydronaphthalen-1-ol), C(CCCCCCC)Br (1-octyl bromide). Run in CCOCC (ether). Product: FC1(C(CCC2=C(C(=C(C=C12)F)F)OCCCCCCCC)C1=CC=C(C=C1)OCCCCCCCC)F (1,1,6,7-Tetrafluoro-5-octyloxy-2-(4-octyloxyphenyl)-1,2,3,4-tetrahydronaphthalene). As a reaction SMILES: [F:1][C:2]1[C:11]([F:12])=[CH:10][C:9]2[C:8]([F:14])([F:13])[CH:7]([C:15]3[CH:20]=[CH:19][C:18]([O:21][CH2:22][CH2:23][CH2:24][CH2:25][CH2:26][CH2:27][CH2:28][CH3:29])=[CH:17][CH:16]=3)[CH2:6][CH2:5][C:4]=2[C:3]=1[OH:30].[CH2:31](Br)[CH2:32][CH2:33][CH2:34][CH2:35][CH2:36][CH2:37][CH3:38]>CCOCC>[F:14][C:8]1([F:13])[C:9]2[C:4](=[C:3]([O:30][CH2:31][CH2:32][CH2:33][CH2:34][CH2:35][CH2:36][CH2:37][CH3:38])[C:2]([F:1])=[C:11]([F:12])[CH:10]=2)[CH2:5][CH2:6][CH:7]1[C:15]1[CH:20]=[CH:19][C:18]([O:21][CH2:22][CH2:23][CH2:24][CH2:25][CH2:26][CH2:27][CH2:28][CH3:29])=[CH:17][CH:16]=1. Procedure: From 2,3,5,5-tetrafluoro-6-(4-octyloxyphenyl)-5,6,7,8-tetrahydronaphthalen-1-ol and 1-octyl bromide by means of the Williamson ether synthesis.